From a dataset of the Open Reaction Database (ORD), a public repository of structured organic reaction records. describe an organic reaction: reactants, conditions, products, and yield Starting materials: BrC=1C=CC(=C(C1)C1=CC(N(C1)C(=O)N(C)C)C1=CC=CC=C1)F (4-(5-bromo-2-fluorophenyl)-N,N-dimethyl-2-phenyl-2,5-dihydro-1H-pyrrole-1-carboxamide), CN(C)C=O (DMF). The reagents and catalysts are [C-]#N.[Zn+2].[C-]#N (zinc cyanide), C=1C=CC(=CC1)/C=C/C(=O)/C=C/C2=CC=CC=C2.C=1C=CC(=CC1)/C=C/C(=O)/C=C/C2=CC=CC=C2.C=1C=CC(=CC1)/C=C/C(=O)/C=C/C2=CC=CC=C2.[Pd].[Pd] (tris(dibenzylideneacetone)-dipalladium), C1(=CC=CC=C1)P([C-]1C=CC=C1)C1=CC=CC=C1.[C-]1(C=CC=C1)P(C1=CC=CC=C1)C1=CC=CC=C1.[Fe+2] (1,1′-bis(diphenylphosphino)-ferrocene). Product: FC1=C(C=C(C=C1)[N+]#[C-])C1=CC(N(C1)C(=O)N(C)C)C1=CC=CC=C1 (4-(2-fluoro-5-isocyanophenyl)-N,N-dimethyl-2-phenyl-2,5-dihydro-1H-pyrrole-1-carboxamide). RXN SMILES: Br[C:2]1[CH:3]=[CH:4][C:5]([F:24])=[C:6]([C:8]2[CH2:12][N:11]([C:13]([N:15]([CH3:17])[CH3:16])=[O:14])[CH:10]([C:18]3[CH:23]=[CH:22][CH:21]=[CH:20][CH:19]=3)[CH:9]=2)[CH:7]=1.[CH3:25][N:26](C=O)C>[C-]#N.[Zn+2].[C-]#N.C1C=CC(/C=C/C(/C=C/C2C=CC=CC=2)=O)=CC=1.C1C=CC(/C=C/C(/C=C/C2C=CC=CC=2)=O)=CC=1.C1C=CC(/C=C/C(/C=C/C2C=CC=CC=2)=O)=CC=1.[Pd].[Pd].C1(P(C2C=CC=CC=2)[C-]2C=CC=C2)C=CC=CC=1.[C-]1(P(C2C=CC=CC=2)C2C=CC=CC=2)C=CC=C1.[Fe+2]>[F:24][C:5]1[CH:4]=[CH:3][C:2]([N+:26]#[C-:25])=[CH:7][C:6]=1[C:8]1[CH2:12][N:11]([C:13]([N:15]([CH3:17])[CH3:16])=[O:14])[CH:10]([C:18]2[CH:23]=[CH:22][CH:21]=[CH:20][CH:19]=2)[CH:9]=1 |f:2.3.4,5.6.7.8.9,10.11.12|. Reported procedure: A deoxygenated solution of 4-(5-bromo-2-fluorophenyl)-N,N-dimethyl-2-phenyl-2,5-dihydro-1H-pyrrole-1-carboxamide (2-11, 50 mg, 0.13 mmol, 1 equiv), zinc cyanide (10 mg, 0.85 mmol, 0.66 equiv), tris(dibenzylideneacetone)-dipalladium (12 mg, 0.013 mmol, 0.10 equiv), and 1,1′-bis(diphenylphosphino)-ferrocene (17 mg, 0.031 mmol, 0.24 equiv) in DMF (3 mL) was heated at 110° C. for 3 hours. The reaction mixture was partitioned between brine (50 mL) and ethyl acetate (50 mL). The organic layer was drie... Starting materials: CC(C)(C)[Si](C)(C)OCCN1C(=O)CCc2ccc(NC(=O)c3ccc(C(F)(F)F)cc3NC3CCCCC3)cc21, CCO, Cl. Yields the product O=C(Nc1ccc2c(c1)N(CCO)C(=O)CC2)c1ccc(C(F)(F)F)cc1NC1CCCCC1. Reaction SMILES: [C:2]([Si:3]([CH3:4])([CH3:5])[O:7][CH2:8][CH2:9][N:10]1[C:11](=[O:40])[CH2:12][CH2:13][c:14]2[cH:15][cH:16][c:17]([NH:20][C:21]([c:22]3[c:23]([NH:32][CH:33]4[CH2:34][CH2:35][CH2:36][CH2:37][CH2:38]4)[cH:24][c:25]([C:28]([F:29])([F:30])[F:31])[cH:26][cH:27]3)=[O:39])[cH:18][c:19]21)([CH3:6])([CH3:41])[CH3:42].[CH3:43][CH2:44][OH:45].[ClH:1]>>[OH:7][CH2:8][CH2:9][N:10]1[C:11](=[O:40])[CH2:12][CH2:13][c:14]2[cH:15][cH:16][c:17]([NH:20][C:21]([c:22]3[c:23]([NH:32][CH:33]4[CH2:34][CH2:35][CH2:36][CH2:37][CH2:38]4)[cH:24][c:25]([C:28]([F:29])([F:30])[F:31])[cH:26][cH:27]3)=[O:39])[cH:18][c:19]21. Reactants: C=CC[O-], CSc1nc(Cl)c([N+](=O)[O-])c(NC(C)C)n1, [Na+], [Na], C=CCO. Product: C=CCOc1nc(SC)nc(NC(C)C)c1[N+](=O)[O-]. RXN SMILES: [CH2:1]([CH:2]=[CH2:3])[O-:4].[CH3:7][S:8][c:9]1[n:10][c:11]([Cl:22])[c:12]([N+:19](=[O:20])[O-:21])[c:13]([NH:15][CH:16]([CH3:17])[CH3:18])[n:14]1.[Na+:5].[Na:6].[OH:23][CH2:24][CH:25]=[CH2:26]>>[CH2:1]([CH:2]=[CH2:3])[O:4][c:11]1[n:10][c:9]([S:8][CH3:7])[n:14][c:13]([NH:15][CH:16]([CH3:17])[CH3:18])[c:12]1[N+:19](=[O:20])[O-:21]. Starting materials: [Br-], O=C([O-])O, CC(=O)[O-], CCCC[N+](CCCC)(CCCC)CCCC, CN(C)C=O, Clc1nccc2occc12, C=CC(N)=O, [Na+], [Na+], CC(=O)[O-], CC(=O)[O-], [Pd+2], Cc1ccccc1P(c1ccccc1C)c1ccccc1C. The product is NC(=O)C=Cc1nccc2occc12. Reaction SMILES: [Br-:43].[C:66](=[O:67])([O-:68])[OH:69].[CH3:17][C:18](=[O:19])[O-:20].[CH3:44][CH2:45][CH2:46][CH2:47][N+:48]([CH2:49][CH2:50][CH2:51][CH3:52])([CH2:53][CH2:54][CH2:55][CH3:56])[CH2:57][CH2:58][CH2:59][CH3:60].[CH3:61][N:62]([CH3:63])[CH:64]=[O:65].[Cl:1][c:2]1[n:3][cH:4][cH:5][c:6]2[c:7]1[cH:8][cH:9][o:10]2.[NH2:11][C:12](=[O:13])[CH:14]=[CH2:15].[Na+:16].[Na+:70].[O-:72][C:73]([CH3:74])=[O:75].[O-:76][C:77]([CH3:78])=[O:79].[Pd+2:71].[c:21]1([CH3:22])[cH:23][cH:24][cH:25][cH:26][c:27]1[P:28]([c:29]1[cH:30][cH:31][cH:32][cH:33][c:34]1[CH3:35])[c:36]1[cH:37][cH:38][cH:39][cH:40][c:41]1[CH3:42]>>[c:2]1([CH:15]=[CH:14][C:12]([NH2:11])=[O:13])[n:3][cH:4][cH:5][c:6]2[c:7]1[cH:8][cH:9][o:10]2. The reactants are C=CCOC(=O)NC(CC(=O)OC(C)(C)C)C(O)Cc1ccccc1, ClCCl, [Na+], [OH-]. The product is C=CCOC(=O)NC(CC(=O)OC(C)(C)C)C(=O)Cc1ccccc1. As a reaction SMILES: [C:1]([CH3:2])([CH3:3])([CH3:4])[O:5][C:6]([CH2:7][CH:8]([CH:9]([CH2:10][c:11]1[cH:12][cH:13][cH:14][cH:15][cH:16]1)[OH:17])[NH:18][C:19](=[O:20])[O:21][CH2:22][CH:23]=[CH2:24])=[O:25].[Cl:28][CH2:29][Cl:30].[Na+:27].[OH-:26]>>[C:1]([CH3:2])([CH3:3])([CH3:4])[O:5][C:6]([CH2:7][CH:8]([C:9]([CH2:10][c:11]1[cH:12][cH:13][cH:14][cH:15][cH:16]1)=[O:17])[NH:18][C:19](=[O:20])[O:21][CH2:22][CH:23]=[CH2:24])=[O:25].